This data is from the Open Reaction Database (ORD), a public repository of structured organic reaction records. The task is: describe an organic reaction: reactants, conditions, products, and yield Starting materials: C(=O)(O)[O-].[Na+] (NaHCO3), C(C)(C)(C)NC1=NC=CC=C1C(=O)NC1=C(C(=CC=C1)Cl)F (2-(tert-butylamino)-N-(3-chloro-2-fluorophenyl)pyridine-3-carboxamide), C(C)(C)(C)NC1=NC=CC=C1C(=O)NC1=C(C(=CC=C1)Cl)Cl (2-(tert-butylamino)-N-(2,3-dichlorophenyl)pyridine-3-carboxamide), FC1=C(C(=O)O)C=CC=N1 (2-fluoronicotinic acid), C(C(=O)Cl)(=O)Cl (oxalyl chloride), FC1=C(N)C=CC=C1F (2,3-difluoroaniline). The solvent is C(Cl)Cl (DCM), CN(C)C=O (DMF), C(C)N(CC)CC (triethylamine). Conditions: time 1 hour. Product: FC1=C(C(=O)O)C=CC=N1 (2-fluoronicotinic acid), ClC1=C(N)C=CC=C1Cl (2,3-dichloroaniline), ClC=1C(=C(N)C=CC1)F (3-chloro-2-fluoroaniline). As a reaction SMILES: [F:1][C:2]1[N:10]=[CH:9][CH:8]=[CH:7][C:3]=1[C:4]([OH:6])=[O:5].C(Cl)(=O)C(Cl)=O.FC1C(F)=CC=CC=1N.C([O-])(O)=O.[Na+].C(NC1C(C([NH:44][C:45]2[CH:50]=[CH:49][CH:48]=[C:47]([Cl:51])[C:46]=2[Cl:52])=O)=CC=CN=1)(C)(C)C.C(NC1C(C([NH:66][C:67]2[CH:72]=[CH:71][CH:70]=[C:69]([Cl:73])[C:68]=2[F:74])=O)=CC=CN=1)(C)(C)C>C(Cl)Cl.C(N(CC)CC)C.CN(C=O)C>[F:1][C:2]1[N:10]=[CH:9][CH:8]=[CH:7][C:3]=1[C:4]([OH:6])=[O:5].[Cl:52][C:46]1[C:47]([Cl:51])=[CH:48][CH:49]=[CH:50][C:45]=1[NH2:44].[Cl:73][C:69]1[C:68]([F:74])=[C:67]([CH:72]=[CH:71][CH:70]=1)[NH2:66] |f:3.4|. Procedure details: A room temperature solution of 2-fluoronicotinic acid (1 g) in DCM (20 mL) was sequentially treated with DMF (0.2 mL) and oxalyl chloride (0.62 mL, 1 eq). The resulting solution was stirred at RT for 1 hour and monitored by HPLC (analyte quenced with methanol) until the consumption of starting material was complete. The reaction mixture was cooled to 0° C. and sequentially treated with 2,3-difluoroaniline (1.4 g, 1.5 eq) and 2 mL of triethylamine. The reaction was warmed to RT and maintained for... Starting materials: C1(=CC=CC=C1)S(=O)(=O)N1C(N(C(C1)C1=CC(=CC=C1)Br)C(C)C)=O (1-benzenesulfonyl-4-(3-bromo-phenyl)-3-isopropyl-imidazolidin-2-one), [N+](=O)([O-])C=1C=C(C=CC1)B(O)O ((3-nitrophenyl)boronic acid), C([O-])([O-])=O.[Na+].[Na+] (sodium carbonate). The reagents and catalysts are C1=CC=C(C=C1)P([C-]2C=CC=C2)C3=CC=CC=C3.C1=CC=C(C=C1)P([C-]2C=CC=C2)C3=CC=CC=C3.Cl[Pd]Cl.[Fe+2].ClCCl (dichloro[1,1′-bis(diphenylphosphino)ferrocene]palladium dichloromethane). The solvent is O1CCOCC1.O (dioxane water). The product is C1(=CC=CC=C1)S(=O)(=O)N1C(N(C(C1)C=1C=C(C=CC1)C1=CC(=CC=C1)[N+](=O)[O-])C(C)C)=O (1-benzenesulfonyl-3-isopropyl-4-(3′-nitro-biphenyl-3-yl)-imidazolidin-2-one). As a reaction SMILES: [C:1]1([S:7]([N:10]2[CH2:14][CH:13]([C:15]3[CH:20]=[CH:19][CH:18]=[C:17](Br)[CH:16]=3)[N:12]([CH:22]([CH3:24])[CH3:23])[C:11]2=[O:25])(=[O:9])=[O:8])[CH:6]=[CH:5][CH:4]=[CH:3][CH:2]=1.[N+:26]([C:29]1[CH:30]=[C:31](B(O)O)[CH:32]=[CH:33][CH:34]=1)([O-:28])=[O:27].C(=O)([O-])[O-].[Na+].[Na+]>O1CCOCC1.O.C1C=CC(P(C2C=CC=CC=2)[C-]2C=CC=C2)=CC=1.C1C=CC(P(C2C=CC=CC=2)[C-]2C=CC=C2)=CC=1.Cl[Pd]Cl.[Fe+2].ClCCl>[C:1]1([S:7]([N:10]2[CH2:14][CH:13]([C:15]3[CH:16]=[C:17]([C:33]4[CH:32]=[CH:31][CH:30]=[C:29]([N+:26]([O-:28])=[O:27])[CH:34]=4)[CH:18]=[CH:19][CH:20]=3)[N:12]([CH:22]([CH3:24])[CH3:23])[C:11]2=[O:25])(=[O:9])=[O:8])[CH:6]=[CH:5][CH:4]=[CH:3][CH:2]=1 |f:2.3.4,5.6,7.8.9.10.11|. Procedure: In analogy to example 1, step 3,1-benzenesulfonyl-4-(3-bromo-phenyl)-3-isopropyl-imidazolidin-2-one (example 12, step 1) was reacted with (3-nitrophenyl)boronic acid in the presence of dichloro[1,1′-bis(diphenylphosphino)ferrocene]palladium dichloromethane adduct and sodium carbonate in dioxane/water to give 1-benzenesulfonyl-3-isopropyl-4-(3′-nitro-biphenyl-3-yl)-imidazolidin-2-one as a light yellow oil. MS: 466.0 ([M+H]+) Starting materials: C=CCOC1CN(C(=O)OC(C)(C)C)CCC1c1ccc(OCCCOCc2ccccc2OC)cc1, [O-][I+3]([O-])([O-])[O-], [Na+], C1CCOC1, O. The product is COc1ccccc1COCCCOc1ccc(C2CCN(C(=O)OC(C)(C)C)CC2OCCO)cc1. RXN SMILES: [CH2:1]([CH:2]=[CH2:3])[O:4][CH:5]1[CH2:6][N:7]([C:31](=[O:32])[O:33][C:34]([CH3:35])([CH3:36])[CH3:37])[CH2:8][CH2:9][CH:10]1[c:11]1[cH:12][cH:13][c:14]([O:17][CH2:18][CH2:19][CH2:20][O:21][CH2:22][c:23]2[c:24]([O:29][CH3:30])[cH:25][cH:26][cH:27][cH:28]2)[cH:15][cH:16]1.[I+3:38]([O-:39])([O-:40])([O-:41])[O-:42].[Na+:43].[O:45]1[CH2:46][CH2:47][CH2:48][CH2:49]1.[OH2:44]>>[CH2:1]([CH2:2][OH:39])[O:4][CH:5]1[CH2:6][N:7]([C:31](=[O:32])[O:33][C:34]([CH3:35])([CH3:36])[CH3:37])[CH2:8][CH2:9][CH:10]1[c:11]1[cH:12][cH:13][c:14]([O:17][CH2:18][CH2:19][CH2:20][O:21][CH2:22][c:23]2[c:24]([O:29][CH3:30])[cH:25][cH:26][cH:27][cH:28]2)[cH:15][cH:16]1. As a reaction SMILES: [F:1][C@:2]12[C@@H:19]([OH:20])[CH2:18][C@@:16]3([CH3:17])[C@@H:12]([CH2:13][CH:14]=[C:15]3[S:21][CH3:22])[C@@H:11]1[CH2:10][CH2:9][C:8]1[C@:3]2([CH3:24])[CH:4]=[CH:5][C:6](=[O:23])[CH:7]=1.[C:25]([O:33]C(=O)C1C=CC=CC=1)(=[O:32])[C:26]1[CH:31]=[CH:30][CH:29]=[CH:28][CH:27]=1.C[O-].[Na+]>C1(C)C(C)=CC=CC=1>[C:25]([O:33][CH2:22][S:21][C:15]1[C@:16]2([CH2:18][C@H:19]([OH:20])[C@@:2]3([F:1])[C@@H:11]([CH2:10][CH2:9][C:8]4[C@:3]3([CH3:24])[CH:4]=[CH:5][C:6](=[O:23])[CH:7]=4)[C@@H:12]2[CH2:13][CH:14]=1)[CH3:17])(=[O:32])[C:26]1[CH:31]=[CH:30][CH:29]=[CH:28][CH:27]=1 |f:2.3|. Reported procedure: A solution of 9-fluoro-11β-hydroxy-17-(methylthio)androsta-1,4,16-trien-3-one (100 mg, see Example 1B) in 30 ml of xylene containing 4.0 g of benzoic anhydride and 300 mg of sodium methoxide is stirred at 130° C for 48 hours. The product is then isolated and chromatographed over silica gel to yield 80 mg of the title compound, melting point 220°-222° C. Starting materials: F[C@@]12[C@]3(C=CC(C=C3CC[C@H]1[C@@H]1CC=C([C@@]1(C)C[C@@H]2O)SC)=O)C (9-fluoro-11β-hydroxy-17-(methylthio)androsta-1,4,16-trien-3-one), C(C1=CC=CC=C1)(=O)OC(C1=CC=CC=C1)=O (benzoic anhydride), C[O-].[Na+] (sodium methoxide). The solvent is C=1(C(=CC=CC1)C)C (xylene). Product: C(C1=CC=CC=C1)(=O)OCSC=1[C@]2(C)[C@@H](CC1)[C@@H]1CCC3=CC(C=C[C@]3(C)[C@]1([C@H](C2)O)F)=O (17-[[(Benzoyloxy)methyl]thio]-9-fluoro-11β-hydroxyandrosta-1,4,16-trien-3-one). The reactants are BrCC(=O)OC (Methyl bromoacetate), C(C)(C)(C)N (tert-butylamine). Solvent: CCOCC (ether). The product is C(C)(C)(C)NCC(=O)OC (Methyl N-tert-butylglycinate). The yield is 96.6%. RXN SMILES: Br[CH2:2][C:3]([O:5][CH3:6])=[O:4].[C:7]([NH2:11])([CH3:10])([CH3:9])[CH3:8]>CCOCC>[C:7]([NH:11][CH2:2][C:3]([O:5][CH3:6])=[O:4])([CH3:10])([CH3:9])[CH3:8]. Procedure: Methyl bromoacetate (7.1 mL, 75 mmol) is added dropwise to tert-butylamine (31.5 mL, 300 mmol) at 0° C. The reaction mixture is diluted with ether, warmed to room temperature and filtered. The filtrate is concentrated in vacuo to obtain the title product as a clear liquid (10.52 g) which is identified by 1H and 13CNMR spectral analyses. Starting materials: BrC=1C=NC=C(C1)C1(CC1)C=C (3-bromo-5-(1-ethenylcyclopropyl)pyridine), B1(OC(C(O1)(C)C)(C)C)B2OC(C(O2)(C)C)(C)C (bis(pinacolato)diboron), C1(CCCCC1)P(C1CCCCC1)C1CCCCC1 (tricyclohexylphosphine), C(C)(=O)[O-].[K+] (potassium acetate). The reagents and catalysts are C=1C=CC(=CC1)/C=C/C(=O)/C=C/C2=CC=CC=C2.C=1C=CC(=CC1)/C=C/C(=O)/C=C/C2=CC=CC=C2.C=1C=CC(=CC1)/C=C/C(=O)/C=C/C2=CC=CC=C2.[Pd].[Pd] (tris(dibenzylideneacetone)-dipalladium (0)). Solvent: O1CCOCC1 (dioxane). Reaction conditions: temperature 80 celsius. Product: C(=C)C1(CC1)C=1C=C(C=NC1)B(O)O ([5-(1-ethenylcyclopropyl)-3-pyridinyl]boronic acid). As a reaction SMILES: Br[C:2]1[CH:3]=[N:4][CH:5]=[C:6]([C:8]2([CH:11]=[CH2:12])[CH2:10][CH2:9]2)[CH:7]=1.[B:13]1(B2OC(C)(C)C(C)(C)O2)[O:17]C(C)(C)C(C)(C)[O:14]1.C1(P(C2CCCCC2)C2CCCCC2)CCCCC1.C([O-])(=O)C.[K+]>O1CCOCC1.C1C=CC(/C=C/C(/C=C/C2C=CC=CC=2)=O)=CC=1.C1C=CC(/C=C/C(/C=C/C2C=CC=CC=2)=O)=CC=1.C1C=CC(/C=C/C(/C=C/C2C=CC=CC=2)=O)=CC=1.[Pd].[Pd]>[CH:11]([C:8]1([C:6]2[CH:7]=[C:2]([B:13]([OH:17])[OH:14])[CH:3]=[N:4][CH:5]=2)[CH2:10][CH2:9]1)=[CH2:12] |f:3.4,6.7.8.9.10|. Procedure details: A vial containing the title compound from Example 73 Step C (0.036 g, 0.161 mmol), bis(pinacolato)diboron (0.082 g, 0.321 mmol), tris(dibenzylideneacetone)-dipalladium (0) (0.029 g, 0.032 mmol), tricyclohexylphosphine (0.018 g, 0.064 mmol) and potassium acetate (0.047 g, 0.48 mmol) in dioxane (0.80 mL) was flushed with nitrogen, sealed tightly and heated to 80° C. overnight. The reaction was then passed through a syringe filter and concentrated under reduced pressure to provide the title compoun... The reactants are C1(=CC=CC=C1)C=1N=C(OC1C1=CC=CC=C1)C(C)NC1CCCC2=C(C=CC=C12)OCC(=O)OCC (1-[1-(4,5-diphenyloxazol-2-yl)ethylamino]-1,2,3,4-tetrahydro-5-ethoxycarbonylmethoxynaphthalene), IC (iodomethane), C(=O)([O-])[O-].[K+].[K+] (K2CO3). The solvent is CN(C)C=O (DMF). The product is CN(C(C)C=1OC(=C(N1)C1=CC=CC=C1)C1=CC=CC=C1)C1CCCC2=C(C=CC=C12)OCC(=O)OCC (1-[N-methyl-N-[1-(4,5-diphenyloxazol-2-yl)ethyl]amino]-1,2,3,4-tetrahydro-5-ethoxycarbonylmethoxynaphthalene). The yield is 48.6%. As a reaction SMILES: [C:1]1([C:7]2[N:8]=[C:9]([CH:18]([NH:20][CH:21]3[C:30]4[C:25](=[C:26]([O:31][CH2:32][C:33]([O:35][CH2:36][CH3:37])=[O:34])[CH:27]=[CH:28][CH:29]=4)[CH2:24][CH2:23][CH2:22]3)[CH3:19])[O:10][C:11]=2[C:12]2[CH:17]=[CH:16][CH:15]=[CH:14][CH:13]=2)[CH:6]=[CH:5][CH:4]=[CH:3][CH:2]=1.IC.[C:40]([O-])([O-])=O.[K+].[K+]>CN(C=O)C>[CH3:40][N:20]([CH:21]1[C:30]2[C:25](=[C:26]([O:31][CH2:32][C:33]([O:35][CH2:36][CH3:37])=[O:34])[CH:27]=[CH:28][CH:29]=2)[CH2:24][CH2:23][CH2:22]1)[CH:18]([C:9]1[O:10][C:11]([C:12]2[CH:13]=[CH:14][CH:15]=[CH:16][CH:17]=2)=[C:7]([C:1]2[CH:2]=[CH:3][CH:4]=[CH:5][CH:6]=2)[N:8]=1)[CH3:19] |f:2.3.4|. Reported procedure: A solution of 1-[1-(4,5-diphenyloxazol-2-yl)ethylamino]-1,2,3,4-tetrahydro-5-ethoxycarbonylmethoxynaphthalene (0.24 g), iodomethane (77 mg) and K2CO3 (82 mg) in DMF (5 ml) was stirred for 5 hours at room temperature. The reaction mixture was partitioned between ethyl acetate and water. The organic layer was washed with brine. The dried solvent was evaporated in vacuo. The residue was purified by chromatography on silica gel to give 1-[N-methyl-N-[1-(4,5-diphenyloxazol-2-yl)ethyl]amino]-1,2,3,4-t...